Dataset: the Open Reaction Database (ORD), a public repository of structured organic reaction records. Task: describe an organic reaction: reactants, conditions, products, and yield Reactants: N(=NC(=O)OCC)C(=O)OCC (Diethyl azodicarboxylate), CC1=C(N=C(O1)C1=CC=CC=C1)C(C)O (1-(5-methyl-2-phenyl-4-oxazolyl)ethanol), COC=1C=C(C=CC1O)C=O (vanilline), C1(=CC=CC=C1)P(C1=CC=CC=C1)C1=CC=CC=C1 (triphenylphosphine). Solvent: O1CCCC1 (tetrahydrofuran). Reaction conditions: time 8 hour. The product is COC=1C=C(C=O)C=CC1OC(C)C=1N=C(OC1C)C1=CC=CC=C1 (3-methoxy-4-[1-(5-methyl-2-phenyl-4-oxazolyl)ethoxy]benzaldehyde). Isolated yield 54.0%. RXN SMILES: N(C(OCC)=O)=NC(OCC)=O.[CH3:13][C:14]1[O:18][C:17]([C:19]2[CH:24]=[CH:23][CH:22]=[CH:21][CH:20]=2)=[N:16][C:15]=1[CH:25]([OH:27])[CH3:26].[CH3:28][O:29][C:30]1[CH:31]=[C:32]([CH:37]=[O:38])[CH:33]=[CH:34][C:35]=1O.C1(P(C2C=CC=CC=2)C2C=CC=CC=2)C=CC=CC=1>O1CCCC1>[CH3:28][O:29][C:30]1[CH:31]=[C:32]([CH:33]=[CH:34][C:35]=1[O:27][CH:25]([C:15]1[N:16]=[C:17]([C:19]2[CH:24]=[CH:23][CH:22]=[CH:21][CH:20]=2)[O:18][C:14]=1[CH3:13])[CH3:26])[CH:37]=[O:38]. Procedure details: Diethyl azodicarboxylate (DEAD) (4.71 g) was added dropwise, under ice-cooling, to a mixture of 1-(5-methyl-2-phenyl-4-oxazolyl)ethanol (5.0 g), vanilline (3.75 g), triphenylphosphine (Ph3P) (7.1 g) and tetrahydrofuran (THF) (80 ml). The reaction mixture was stirred for 8 hours at room temperature and concentrated under reduced pressure. The residue was subjected to column chromatography on silica gel. From the fraction eluted with ethyl acetate-hexane (1:4, v/v), was obtained 3-methoxy-4-[1-(5-... The reactants are N—CH2—CH2, N—CH2—CH2, N—CH2—CH2, NCCNCCNCCN (Triethylene tetramine), C(C(=C)C)(=O)Cl (methacryloyl chloride), [K+].[Br-] (KBr). The solvent is ClCCl (dichloromethane), ClCCl (dichloromethane). Yields the product C(C(=C)C)(=O)C(N(C(C(=C)C)=O)C(C(=C)C)=O)(CNCCNCCN)C(C(=C)C)=O (Tetra methacryloyl triethylene tetramine). Reaction SMILES: [NH2:1][CH2:2][CH2:3][NH:4][CH2:5][CH2:6][NH:7][CH2:8][CH2:9][NH2:10].[C:11](Cl)(=[O:15])[C:12]([CH3:14])=[CH2:13].[K+].[Br-]>ClCCl>[C:11]([C:2]([C:11](=[O:15])[C:12]([CH3:14])=[CH2:13])([CH2:3][NH:4][CH2:5][CH2:6][NH:7][CH2:8][CH2:9][NH2:10])[N:1]([C:11](=[O:15])[C:12]([CH3:14])=[CH2:13])[C:11](=[O:15])[C:12]([CH3:14])=[CH2:13])(=[O:15])[C:12]([CH3:14])=[CH2:13] |f:2.3|. Procedure: Triethylene tetramine (2.93 g, 0.02 moles) in dichloromethane (100 ml) was added drop wise over 6 hrs to a solution of methacryloyl chloride (8.32 g, 0.08 moles) in dichloromethane (40 ml), stirring vigorously at room temperature. The reaction was continued stirring at room temperature overnight and the suspension formed was filtered. The filtrate was extracted with NaOH (aq). The water was rotary evaporated and the residue was washed with acetone and filtered. The acetone filtrate was concentra... Reactants: NC=1N=CC2=C(N1)CCN(C2)C=2C(NC=CC2C)=O (3-(2-amino-7,8-dihydropyrido[4,3-d]pyrimidin-6(5H)-yl)-4-methylpyridin-2(1H)-one), IC1=C(C=CC=C1)C (1-iodo-2-methylbenzene), CNCCNC (N1,N2-dimethylethane-1,2-diamine), P(=O)([O-])([O-])[O-].[K+].[K+].[K+] (potassium phosphate). The reagents and catalysts are [Cu](I)I (copper iodide). Run in CN1C(CCC1)=O (N-methylpyrrolidone). Reaction conditions: temperature 70 celsius, time 17 hour. Yields the product NC=1N=CC2=C(N1)CCN(C2)C=2C(N(C=CC2C)C2=C(C=CC=C2)C)=O (3-(2-amino-7,8-dihydropyrido[4,3-d]pyrimidin-6(5H)-yl)-4-methyl-1-(2-methylphenyl)pyridin-2(1H)-one). RXN SMILES: [NH2:1][C:2]1[N:3]=[CH:4][C:5]2[CH2:11][N:10]([C:12]3[C:13](=[O:19])[NH:14][CH:15]=[CH:16][C:17]=3[CH3:18])[CH2:9][CH2:8][C:6]=2[N:7]=1.I[C:21]1[CH:26]=[CH:25][CH:24]=[CH:23][C:22]=1[CH3:27].CNCCNC.P([O-])([O-])([O-])=O.[K+].[K+].[K+]>CN1CCCC1=O.[Cu](I)I>[NH2:1][C:2]1[N:3]=[CH:4][C:5]2[CH2:11][N:10]([C:12]3[C:13](=[O:19])[N:14]([C:21]4[CH:26]=[CH:25][CH:24]=[CH:23][C:22]=4[CH3:27])[CH:15]=[CH:16][C:17]=3[CH3:18])[CH2:9][CH2:8][C:6]=2[N:7]=1 |f:3.4.5.6|. Procedure: A degassed solution of 3-(2-amino-7,8-dihydropyrido[4,3-d]pyrimidin-6(5H)-yl)-4-methylpyridin-2(1H)-one (0.025 g, 0.097 mmol), 1-iodo-2-methylbenzene (20 mg, 0.097 mmol), N1,N2-dimethylethane-1,2-diamine (6 mg, 0.049 mmol), copper iodide (5 mg, 0.020 mmol), and potassium phosphate (41 mg, 0.194 mmol) in 0.5 mL of N-methylpyrrolidone was heated to 70° C. After allowing the reaction to stir overnight (17 h) at 70° C., the reaction was complete and allowed to cool to room temperature. The reaction ... Starting materials: C(C)OC(=O)CCCCCCCN1C(=NC(=C1C1=CC=CC=C1)C1=CC=CC=C1)SCCCCCCCC (1-(7-Ethoxycarbonylheptyl)-2-octylthio-4,5-diphenylimidazole), [OH-].[Na+] (sodium hydroxide). Yields the product C(=O)(O)CCCCCCCN1C(=NC(=C1C1=CC=CC=C1)C1=CC=CC=C1)SCCCCCCCC (1-(7-carboxyheptyl)-2 octylthio-4,5-diphenyl-imidazole). As a reaction SMILES: C([O:3][C:4]([CH2:6][CH2:7][CH2:8][CH2:9][CH2:10][CH2:11][CH2:12][N:13]1[C:17]([C:18]2[CH:23]=[CH:22][CH:21]=[CH:20][CH:19]=2)=[C:16]([C:24]2[CH:29]=[CH:28][CH:27]=[CH:26][CH:25]=2)[N:15]=[C:14]1[S:30][CH2:31][CH2:32][CH2:33][CH2:34][CH2:35][CH2:36][CH2:37][CH3:38])=[O:5])C.[OH-].[Na+]>>[C:4]([CH2:6][CH2:7][CH2:8][CH2:9][CH2:10][CH2:11][CH2:12][N:13]1[C:17]([C:18]2[CH:19]=[CH:20][CH:21]=[CH:22][CH:23]=2)=[C:16]([C:24]2[CH:25]=[CH:26][CH:27]=[CH:28][CH:29]=2)[N:15]=[C:14]1[S:30][CH2:31][CH2:32][CH2:33][CH2:34][CH2:35][CH2:36][CH2:37][CH3:38])([OH:5])=[O:3] |f:1.2|. Procedure: 1-(7-Ethoxycarbonylheptyl)-2-octylthio-4,5-diphenylimidazole (1 g) was reacted with 2N sodium hydroxide in a method similar to Example 10 to give, after chromatography on silica gel eluted with a dichloro-methane:methanol gradient, 1-(7-carboxyheptyl)-2 octylthio-4,5-diphenyl-imidazole (0.47 g, 49%) as an oil. Found: C, 73.56; H, 8.59; N, 5.60; S, 6.47%; C31H42N2O2S requires: C, 73.47; H, 8.35; N, 5.53; S, 6.33%. The reactants are O (Water), BrC1=C(C=C(C(=O)OC)C=C1)COC (methyl 4-bromo-3-(methoxymethyl)benzoate), COCC1=C(C=CC(=C1)C(=O)O)C1=C(C=CC=C1)C (2-(methoxymethyl)-2′-methyl biphenyl-4-carboxylic acid), [OH-].[Na+] (NaOH). Solvent: CCO (EtOH). Conditions: temperature 60 celsius. The product is BrC1=C(C=C(C(=O)O)C=C1)COC (4-bromo-3-(methoxymethyl)benzoic acid). Isolated yield 87.0%. RXN SMILES: [Br:1][C:2]1[CH:11]=[CH:10][C:5]([C:6]([O:8]C)=[O:7])=[CH:4][C:3]=1[CH2:12][O:13][CH3:14].COCC1C=C(C(O)=O)C=CC=1C1C=CC=CC=1C.[OH-].[Na+].O>CCO>[Br:1][C:2]1[CH:11]=[CH:10][C:5]([C:6]([OH:8])=[O:7])=[CH:4][C:3]=1[CH2:12][O:13][CH3:14] |f:2.3|. Reported procedure: To a solution of methyl 4-bromo-3-(methoxymethyl)benzoate (Intermediate 28, step 2), (7 g; 27.02 mmol) in EtOH (210 mL) was added NaOH (16.21 mL; 5 M; 81.05 mmol). The resulting reaction mixture was heated at 60° C. for one hour. It was then cooled to RT and concentrated under vacuum to give a yellow solid. Water was added and the aqueous phase was washed with EtOAc. The aqueous phase was then acidified with HCl (1 M) and extracted with EtOAc. Organic phase was dried over MgSO4, filtered and con... Starting materials: C(C1=CC=CC=C1)OC1=CC(=C(C=C1OC)B(O)O)OC (4-Benzyloxy-2,5-dimethoxyphenylboronic acid), COC(C1=C(C=CC(=C1)C(C)=O)OS(=O)(=O)C(F)(F)F)=O (5-Acetyl-2-trifluoromethanesulfonyloxybenzoic acid methyl ester), C(=O)([O-])[O-].[K+].[K+] (K2CO3), O (water). The reagents and catalysts are C=1C=CC(=CC1)[P](C=2C=CC=CC2)(C=3C=CC=CC3)[Pd]([P](C=4C=CC=CC4)(C=5C=CC=CC5)C=6C=CC=CC6)([P](C=7C=CC=CC7)(C=8C=CC=CC8)C=9C=CC=CC9)[P](C=1C=CC=CC1)(C=1C=CC=CC1)C=1C=CC=CC1 (Pd (PPh3)4). Solvent: [Cl-].[Na+].O (brine), C(C)(=O)OCC (ethyl acetate). Yields the product COC(=O)C=1C(=CC=C(C1)C(C)=O)C1=C(C=C(C=C1)OCC1=CC=CC=C1)OC (4-Acetyl-4′-benzyloxy-2′-methoxybiphenyl-2-carboxylic acid methyl ester). Yield: 115.6%. As a reaction SMILES: [CH2:1]([O:8][C:9]1[C:14](OC)=[CH:13][C:12](B(O)O)=[C:11]([O:20][CH3:21])[CH:10]=1)[C:2]1[CH:7]=[CH:6][CH:5]=[CH:4][CH:3]=1.[CH3:22][O:23][C:24](=[O:42])[C:25]1[CH:30]=[C:29]([C:31](=[O:33])[CH3:32])[CH:28]=[CH:27][C:26]=1OS(C(F)(F)F)(=O)=O.C([O-])([O-])=O.[K+].[K+].O>[Cl-].[Na+].O.C1C=CC([P]([Pd]([P](C2C=CC=CC=2)(C2C=CC=CC=2)C2C=CC=CC=2)([P](C2C=CC=CC=2)(C2C=CC=CC=2)C2C=CC=CC=2)[P](C2C=CC=CC=2)(C2C=CC=CC=2)C2C=CC=CC=2)(C2C=CC=CC=2)C2C=CC=CC=2)=CC=1.C(OCC)(=O)C>[CH3:22][O:23][C:24]([C:25]1[C:26]([C:12]2[CH:13]=[CH:14][C:9]([O:8][CH2:1][C:2]3[CH:3]=[CH:4][CH:5]=[CH:6][CH:7]=3)=[CH:10][C:11]=2[O:20][CH3:21])=[CH:27][CH:28]=[C:29]([C:31](=[O:33])[CH3:32])[CH:30]=1)=[O:42] |f:2.3.4,6.7.8,^1:56,58,77,96|. Procedure details: 4-Benzyloxy-2,5-dimethoxyphenylboronic acid 5b (4.15 g, 14.4 mmol), 5-Acetyl-2-trifluoromethanesulfonyloxy-benzoic acid methyl ester 6 (4.69 g, 14.4 mmol) and K2CO3 (3.98 g, 28.8 mmol) were added and the flask was flushed with Ar. Absolute ethanol (83 mL) and DME (94 mL) were added followed by Pd (PPh3)4 (0.87 g, 0.785 mmol) and the reaction mixture refluxed for 4 h. After cooling, water (100 ml), ethyl acetate (100 mL) and brine (50 mL) were added. The organic layer was washed with brine (2×50 ...